Dataset: the Open Reaction Database (ORD), a public repository of structured organic reaction records. Task: describe an organic reaction: reactants, conditions, products, and yield Reaction SMILES: [CH2:1]([c:2]1[cH:3][cH:4][cH:5][cH:6][cH:7]1)[c:8]1[n:9][n:10][c:11]([C:16]2=[CH:21][CH2:20][NH:19][CH2:18][CH2:17]2)[c:12]([CH3:15])[c:13]1[CH3:14].[CH3:22][O:23][C:24](=[O:25])[c:26]1[n:27][cH:28][c:29]([Cl:32])[n:30][cH:31]1.[O:33]1[CH2:34][CH2:35][O:36][CH2:37][CH2:38]1>>[CH2:1]([c:2]1[cH:3][cH:4][cH:5][cH:6][cH:7]1)[c:8]1[n:9][n:10][c:11]([C:16]2=[CH:21][CH2:20][N:19]([c:29]3[cH:28][n:27][c:26]([C:24]([O:23][CH3:22])=[O:25])[cH:31][n:30]3)[CH2:18][CH2:17]2)[c:12]([CH3:15])[c:13]1[CH3:14]. Yields the product COC(=O)c1cnc(N2CC=C(c3nnc(Cc4ccccc4)c(C)c3C)CC2)cn1. Reactants: Cc1c(Cc2ccccc2)nnc(C2=CCNCC2)c1C, COC(=O)c1cnc(Cl)cn1, C1COCCO1. Reactants: C1(=CC=CC=C1)C (toluene), CC1(C(C2=CC=CC=C2C1)O)C (2,2-dimethyl-indan-1-ol), N(=NC(=O)OC)C(=O)OC (dimethyl azodicarboxylate), FC(C1=CN=CN1)(F)F (5-trifluoromethyl-1H-imidazole), C1(=CC=CC=C1)P(C1=CC=CC=C1)C1=CC=CC=C1 (triphenylphosphine), C(=O)([O-])[O-].[Na+].[Na+] (Na2CO3). Run in C(C)OCC (diethyl ether), O (water), C1CCOC1 (THF). Reaction conditions: time 1 hour. The product is CC1(C(C2=CC=CC=C2C1)N1C=NC=C1C(F)(F)F)C (1-(2,2-dimethyl-indan-1-yl)-5-trifluoromethyl-1H-imidazole). As a reaction SMILES: [CH3:1][C:2]1([CH3:12])[CH2:10][C:9]2[C:4](=[CH:5][CH:6]=[CH:7][CH:8]=2)[CH:3]1O.[F:13][C:14]([F:21])([F:20])[C:15]1[NH:19][CH:18]=[N:17][CH:16]=1.C1(P(C2C=CC=CC=2)C2C=CC=CC=2)C=CC=CC=1.N(C(OC)=O)=NC(OC)=O.C1(C)C=CC=CC=1.C([O-])([O-])=O.[Na+].[Na+]>C1COCC1.C(OCC)C.O>[CH3:1][C:2]1([CH3:12])[CH2:10][C:9]2[C:4](=[CH:5][CH:6]=[CH:7][CH:8]=2)[CH:3]1[N:19]1[C:15]([C:14]([F:21])([F:20])[F:13])=[CH:16][N:17]=[CH:18]1 |f:5.6.7|. Reported procedure: To a solution of 2,2-dimethyl-indan-1-ol, prepared as described in Example 10, (400 mg, 2.47 mmol) in THF (30 mL) at 0° C. is added 5-trifluoromethyl-1H-imidazole (510 mg, 3.75 mmol), triphenylphosphine (982 mg, 3.75 mmol) and a 40 wt % solution of dimethyl azodicarboxylate in toluene (1.4 mL, 3.75 mmol). The reaction is then placed at room temperature and permitted to stir for 1 hour, at which time it is diluted with diethyl ether and water, and is then charged with Na2CO3 (1.9 g, 17.9 mmol). T... Reactants: COc1ccc(C=CC(=O)O)cc1, CC(F)(F)CCCCn1ccc(N)n1. Yields the product COc1ccc(C=CC(=O)Nc2ccn(CCCCC(C)(F)F)n2)cc1. RXN SMILES: [CH3:15][O:16][c:17]1[cH:18][cH:19][c:20]([CH:23]=[CH:24][C:25](=[O:26])[OH:27])[cH:21][cH:22]1.[F:1][C:2]([CH2:3][CH2:4][CH2:5][CH2:6][n:7]1[n:8][c:9]([NH2:12])[cH:10][cH:11]1)([CH3:13])[F:14]>>[F:1][C:2]([CH2:3][CH2:4][CH2:5][CH2:6][n:7]1[n:8][c:9]([NH:12][C:25]([CH:24]=[CH:23][c:20]2[cH:19][cH:18][c:17]([O:16][CH3:15])[cH:22][cH:21]2)=[O:26])[cH:10][cH:11]1)([CH3:13])[F:14]. Starting materials: CC=1NC(=C(C(C1C(=O)OCCOCCN)C1=CC(=CC=C1)[N+](=O)[O-])C(=O)OC)C (2-(2-aminoethoxy)ethyl methyl 2,6-dimethyl-4-(m-nitrophenyl)-1,4-dihydropyridine-3,5-dicarboxylate), C1(=CC=CC=C1)OCC1CO1 (glycidyl phenyl ether). Solvent: C(C)O (ethanol). Run at time 20 hour. Yields the product CC=1NC(=C(C(C1C(=O)OCCOCCNCC(COC1=CC=CC=C1)O)C1=CC(=CC=C1)[N+](=O)[O-])C(=O)OC)C (2-[2-(2-hydroxy-3-phenoxypropylamino)ethoxy]ethyl methyl 2,6-dimethyl-4-(m-nitrophenyl)-1,4-dihydropyridine-3,5-dicarboxylate). Isolated yield 35.8%. As a reaction SMILES: [CH3:1][C:2]1[NH:3][C:4]([CH3:30])=[C:5]([C:26]([O:28][CH3:29])=[O:27])[CH:6]([C:17]2[CH:22]=[CH:21][CH:20]=[C:19]([N+:23]([O-:25])=[O:24])[CH:18]=2)[C:7]=1[C:8]([O:10][CH2:11][CH2:12][O:13][CH2:14][CH2:15][NH2:16])=[O:9].[C:31]1([O:37][CH2:38][CH:39]2[O:41][CH2:40]2)[CH:36]=[CH:35][CH:34]=[CH:33][CH:32]=1>C(O)C>[CH3:1][C:2]1[NH:3][C:4]([CH3:30])=[C:5]([C:26]([O:28][CH3:29])=[O:27])[CH:6]([C:17]2[CH:22]=[CH:21][CH:20]=[C:19]([N+:23]([O-:25])=[O:24])[CH:18]=2)[C:7]=1[C:8]([O:10][CH2:11][CH2:12][O:13][CH2:14][CH2:15][NH:16][CH2:40][CH:39]([OH:41])[CH2:38][O:37][C:31]1[CH:36]=[CH:35][CH:34]=[CH:33][CH:32]=1)=[O:9]. Procedure details: In 20 ml of ethanol were dissolved 1.8 g of 2-(2-aminoethoxy)ethyl methyl 2,6-dimethyl-4-(m-nitrophenyl)-1,4-dihydropyridine-3,5-dicarboxylate and 0.64 g of glycidyl phenyl ether, and the solution was stirred at room temperature for 20 hours. The reaction solution was concentrated under reduced pressure and the residue was subjected to silica gel column chromatography. The product was eluted with chloroform-methanol (95.5 v/v), and 0.87 g of 2-[2-(2-hydroxy-3-phenoxypropylamino)ethoxy]ethyl meth... Starting materials: BrC1=CC=C(C=C1)C (4-bromotoluene), O1CCOC12CCC(CC2)=O (1,4-dioxa-spiro[4.5]decan-8-one). Yields the product C1(=CC=C(C=C1)C1(CCC2(OCCO2)CC1)O)C (8-p-Tolyl-1,4-dioxa-spiro[4.5]decan-8-ol). RXN SMILES: Br[C:2]1[CH:7]=[CH:6][C:5]([CH3:8])=[CH:4][CH:3]=1.[O:9]1[C:13]2([CH2:18][CH2:17][C:16](=[O:19])[CH2:15][CH2:14]2)[O:12][CH2:11][CH2:10]1>>[C:5]1([CH3:8])[CH:6]=[CH:7][C:2]([C:16]2([OH:19])[CH2:15][CH2:14][C:13]3([O:12][CH2:11][CH2:10][O:9]3)[CH2:18][CH2:17]2)=[CH:3][CH:4]=1. Reported procedure: The title compound was prepared as a white solid from 4-bromotoluene (Aldrich) and 1,4-dioxa-spiro[4.5]decan-8-one using the procedure described in Step A of Example 1. Yields the product CCCCCCCCc1ccc(-c2ccc(COc3ccc(OCC(C)OC(=O)OCCCC)cc3)cc2)cc1. Starting materials: CCCCOC(=O)OC(C)COc1ccc(O)cc1, CCCCCCCCc1ccc(-c2ccc(CCl)cc2)cc1, CN(C)C=O, [H-], [Na+], C1CCOC1, O. As a reaction SMILES: [CH2:1]([CH2:2][CH2:3][CH3:4])[O:5][C:6](=[O:7])[O:8][CH:9]([CH2:10][O:11][c:12]1[cH:13][cH:14][c:15]([OH:18])[cH:16][cH:17]1)[CH3:19].[CH2:22]([CH2:23][CH2:24][CH2:25][CH2:26][CH2:27][CH2:28][CH3:29])[c:30]1[cH:31][cH:32][c:33](-[c:36]2[cH:37][cH:38][c:39]([CH2:42][Cl:43])[cH:40][cH:41]2)[cH:34][cH:35]1.[CH3:49][N:50]([CH3:51])[CH:52]=[O:53].[H-:20].[Na+:21].[O:44]1[CH2:45][CH2:46][CH2:47][CH2:48]1.[OH2:54]>>[CH2:1]([CH2:2][CH2:3][CH3:4])[O:5][C:6](=[O:7])[O:8][CH:9]([CH2:10][O:11][c:12]1[cH:13][cH:14][c:15]([O:18][CH2:42][c:39]2[cH:38][cH:37][c:36](-[c:33]3[cH:32][cH:31][c:30]([CH2:22][CH2:23][CH2:24][CH2:25][CH2:26][CH2:27][CH2:28][CH3:29])[cH:35][cH:34]3)[cH:41][cH:40]2)[cH:16][cH:17]1)[CH3:19]. The reactants are CN1N=CC(=C1)C=1C=CC=2N(N1)C(=CN2)CC=2C=C1C=CC=NC1=CC2 (6-[6-(1-Methyl-1H-pyrazol-4-yl)-imidazo[1,2-b]pyridazin-3-ylmethyl]-quinoline), CC1(OB(OC1C)C=1C=NN(C1)C1CCN(CC1)C(=O)OC(C)(C)C)C (tert-butyl 4-(4-(4,4,5-trimethyl-1,3,2-dioxaborolan-2-yl)-1H-pyrazol-1-yl)piperidine-1-carboxylate). Product: N1CCC(CC1)N1N=CC(=C1)C=1C=CC=2N(N1)C(=CN2)CC=2C=C1C=CC=NC1=CC2 (6-[6-(1-Piperidin-4-yl-1H-pyrazol-4-yl)-imidazo[1,2-b]pyridazin-3-ylmethyl]-quinoline). Reaction SMILES: [CH3:1][N:2]1[CH:6]=[C:5]([C:7]2[CH:8]=[CH:9][C:10]3[N:11]([C:13]([CH2:16][C:17]4[CH:18]=[C:19]5[C:24](=[CH:25][CH:26]=4)[N:23]=[CH:22][CH:21]=[CH:20]5)=[CH:14][N:15]=3)[N:12]=2)[CH:4]=[N:3]1.CC1(C)C(C)OB([C:34]2C=N[N:37]([CH:39]3CCN(C(OC(C)(C)C)=O)C[CH2:40]3)[CH:38]=2)O1>>[NH:37]1[CH2:39][CH2:40][CH:1]([N:2]2[CH:6]=[C:5]([C:7]3[CH:8]=[CH:9][C:10]4[N:11]([C:13]([CH2:16][C:17]5[CH:18]=[C:19]6[C:24](=[CH:25][CH:26]=5)[N:23]=[CH:22][CH:21]=[CH:20]6)=[CH:14][N:15]=4)[N:12]=3)[CH:4]=[N:3]2)[CH2:34][CH2:38]1. Procedure: The title compound was prepared in analogy to the synthesis of compound of Example 2, using tert-butyl 4-(4-(4,4,5-trimethyl-1,3,2-dioxaborolan-2-yl)-1H-pyrazol-1-yl)piperidine-1-carboxylate and with an additional deprotection step before final reduction (tR 1.0 min (conditions 1), MH+=410).